This data is from the Open Reaction Database (ORD), a public repository of structured organic reaction records. The task is: describe an organic reaction: reactants, conditions, products, and yield Reactants: Cl (HCl), S1C=C(C=C1)CCC1C(NC(NC1=O)=O)=O (5-[2-(3-thienyl)ethyl]-barbituric acid), ClC1=CC=NC2=C(C=CC=C12)F (4-chloro-8-fluoroquinoline), [OH-].[Na+] (NaOH). The solvent is O (water). Conditions: temperature 150 celsius. The product is FC=1C=CC=C2C(=CC=NC12)CCC1=CSC=C1 (8-Fluoro-4-[2-(3-thienyl)ethyl]quinoline). The yield is 100.1%. RXN SMILES: [S:1]1[CH:5]=[CH:4][C:3]([CH2:6][CH2:7][CH:8]2[C:13](=O)NC(=O)N[C:9]2=O)=[CH:2]1.ClC1C2[C:22](=[C:23]([F:28])[CH:24]=[CH:25][CH:26]=2)[N:21]=[CH:20]C=1.[OH-].[Na+].Cl>O>[F:28][C:23]1[CH:24]=[CH:25][CH:26]=[C:13]2[C:22]=1[N:21]=[CH:20][CH:9]=[C:8]2[CH2:7][CH2:6][C:3]1[CH:4]=[CH:5][S:1][CH:2]=1 |f:2.3|. Procedure details: A mixture of 1.85 g of 5-[2-(3-thienyl)ethyl]-barbituric acid and 1.5 g of 4-chloro-8-fluoroquinoline was heated to 150° C. for 11/4hours, then cooled. To the cooled mixture were added 2 g of NaOH and 35 ml of water, and the mixture was heated to reflux overnight. The mixture was cooled, then acidified to pH 1.5 with concentrated HCl, and heated gently for about 11/4 hours. After cooling the mixture, the product was extracted into CH2Cl2. The CH2Cl2 solution was filtered through phase separating...